This data is from the Open Reaction Database (ORD), a public repository of structured organic reaction records. The task is: describe an organic reaction: reactants, conditions, products, and yield Reactants: CC1=NN(c2ccc(Br)cc2)C(=O)C1, COCOc1ccc(C=CB(O)O)cc1OC, COCCOC, [Na+], [Na+], O=C([O-])[O-], c1ccc(P(c2ccccc2)(c2ccccc2)[Pd](P(c2ccccc2)(c2ccccc2)c2ccccc2)(P(c2ccccc2)(c2ccccc2)c2ccccc2)P(c2ccccc2)(c2ccccc2)c2ccccc2)cc1. The product is COCOc1ccc(C=Cc2ccc(N3N=C(C)CC3=O)cc2)cc1OC. RXN SMILES: [Br:1][c:2]1[cH:3][cH:4][c:5]([N:8]2[N:9]=[C:10]([CH3:14])[CH2:11][C:12]2=[O:13])[cH:6][cH:7]1.[CH3:15][O:16][c:17]1[cH:18][c:19]([CH:27]=[CH:28][B:29]([OH:30])[OH:31])[cH:20][cH:21][c:22]1[O:23][CH2:24][O:25][CH3:26].[CH3:38][O:39][CH2:40][CH2:41][O:42][CH3:43].[Na+:32].[Na+:33].[O-:34][C:35](=[O:36])[O-:37].[cH:44]1[cH:45][cH:46][c:47]([P:48]([Pd:49]([P:50]([c:51]2[cH:52][cH:53][cH:54][cH:55][cH:56]2)([c:57]2[cH:58][cH:59][cH:60][cH:61][cH:62]2)[c:63]2[cH:64][cH:65][cH:66][cH:67][cH:68]2)([P:69]([c:70]2[cH:71][cH:72][cH:73][cH:74][cH:75]2)([c:76]2[cH:77][cH:78][cH:79][cH:80][cH:81]2)[c:82]2[cH:83][cH:84][cH:85][cH:86][cH:87]2)[P:88]([c:89]2[cH:90][cH:91][cH:92][cH:93][cH:94]2)([c:95]2[cH:96][cH:97][cH:98][cH:99][cH:100]2)[c:101]2[cH:102][cH:103][cH:104][cH:105][cH:106]2)([c:107]2[cH:108][cH:109][cH:110][cH:111][cH:112]2)[c:113]2[cH:114][cH:115][cH:116][cH:117][cH:118]2)[cH:119][cH:120]1>>[c:2]1([CH:28]=[CH:27][c:19]2[cH:18][c:17]([O:16][CH3:15])[c:22]([O:23][CH2:24][O:25][CH3:26])[cH:21][cH:20]2)[cH:3][cH:4][c:5]([N:8]2[N:9]=[C:10]([CH3:14])[CH2:11][C:12]2=[O:13])[cH:6][cH:7]1. The reactants are C(C)(C)O (isopropyl alcohol), [N+](=O)([O-])C1=CC=C(OC(C(=O)NNC=2SCC(=NN2)C)CCCCCCCCCCCC)C=C1 (2-(2-[4-nitrophenoxy] tetradecanoyl)-1-(5-methyl 6H-1, 3,4 thiadiazin-2-yl)hydrazine), O (water). The solvent is C(C)(=O)O (acetic acid). Conditions: temperature 95 celsius, time 2 hour. Yields the product CC1=NN2C(SC1)=NN=C2C(CCCCCCCCCCCC)OC2=CC=C(C=C2)[N+](=O)[O-] (6-methyl3-(1-[4-nitrophenoxy]tridecyl)-7H-1, 2,4 triazolo(3,4-b)-1,3,4 -thiadiazine). Yield: 85.6%. RXN SMILES: [N+:1]([C:4]1[CH:34]=[CH:33][C:7]([O:8][CH:9]([CH2:21][CH2:22][CH2:23][CH2:24][CH2:25][CH2:26][CH2:27][CH2:28][CH2:29][CH2:30][CH2:31][CH3:32])[C:10]([NH:12][NH:13][C:14]2[S:15][CH2:16][C:17]([CH3:20])=[N:18][N:19]=2)=O)=[CH:6][CH:5]=1)([O-:3])=[O:2].C(O)(C)C.O>C(O)(=O)C>[CH3:20][C:17]1[CH2:16][S:15][C:14]2=[N:13][N:12]=[C:10]([CH:9]([O:8][C:7]3[CH:33]=[CH:34][C:4]([N+:1]([O-:3])=[O:2])=[CH:5][CH:6]=3)[CH2:21][CH2:22][CH2:23][CH2:24][CH2:25][CH2:26][CH2:27][CH2:28][CH2:29][CH2:30][CH2:31][CH3:32])[N:19]2[N:18]=1. Procedure: A solution of 33.0 g of the above substituted acylhydrazine 1b in 132 ml of acetic acid is heated with stirring at 95° C. for 2 hours. At the end of the reaction, 65 ml of isopropyl alcohol is added to the reaction mixture. And then the whole mixture is added with stirring to 200 ml of 70° C. water. After cooling to 20° C. and stirring at that temperature for an hour, the product is collected, washed with water, dried, and recrystallized from isopropyl alcohol to give 27.2 g (47% overall from 3b... As a reaction SMILES: [Cl:1][C:2]1[CH:7]=[C:6]([O:8][CH2:9][CH:10]=[C:11]([Cl:13])[Cl:12])[CH:5]=[C:4]([Cl:14])[C:3]=1[OH:15].[O:16]([CH2:23][CH2:24][CH2:25]O)[C:17]1[CH:22]=[CH:21][CH:20]=[CH:19][CH:18]=1.C1(P(C2C=CC=CC=2)C2C=CC=CC=2)C=CC=CC=1.CC(OC(/N=N/C(OC(C)C)=O)=O)C>O1CCCC1>[Cl:1][C:2]1[CH:7]=[C:6]([O:8][CH2:9][CH:10]=[C:11]([Cl:13])[Cl:12])[CH:5]=[C:4]([Cl:14])[C:3]=1[O:15][CH2:25][CH2:24][CH2:23][O:16][C:17]1[CH:22]=[CH:21][CH:20]=[CH:19][CH:18]=1. The product is ClC=1C=C(C=C(C1OCCCOC1=CC=CC=C1)Cl)OCC=C(Cl)Cl (3,5-dichloro-1-(3,3-dichloro-2-propenyloxy)-4-(3-phenoxypropyloxy)benzene). The yield is 81.9%. Run in O1CCCC1 (tetrahydrofuran), O1CCCC1 (tetrahydrofuran). Procedure details: To a solution of 0.30 g of 2,6-dichloro-4-(3,3-dichloro-2-propenyloxy)phenol, 0.16 g of 3-phenoxy-1-propanol and 0.27 g of triphenylphosphine dissolved in 10 ml of tetrahydrofuran was added dropwise a solution of 0.21 g of diisopropylazodicarboxylate dissolved in 5 ml of tetrahydrofuran, while stirring at room temperature. After stirring at room temperature for 24 hours, the reaction mixture was concentrated to obtain a residue. The residue was subjected to silica gel chromatography, which affor... Starting materials: CC(C)OC(=O)/N=N/C(=O)OC(C)C (diisopropylazodicarboxylate), ClC1=C(C(=CC(=C1)OCC=C(Cl)Cl)Cl)O (2,6-dichloro-4-(3,3-dichloro-2-propenyloxy)phenol), O(C1=CC=CC=C1)CCCO (3-phenoxy-1-propanol), C1(=CC=CC=C1)P(C1=CC=CC=C1)C1=CC=CC=C1 (triphenylphosphine). Starting materials: NC1CCN(CC1)CC1=CC=CC=C1 (4-amino-1-benzylpiperidine), ( 5 ), C=O (paraformaldehyde), [BH3-]C#N.[Na+] (NaCNBH3). The solvent is CF3 CH2OH, O (H2O). Conditions: time 1 hour. The product is CN(C1CCN(CC1)CC1=CC=CC=C1)C (4-dimethylamino-1-benzylpiperidine). Isolated yield 80.0%. As a reaction SMILES: N[CH:2]1[CH2:7][CH2:6][N:5]([CH2:8][C:9]2[CH:14]=[CH:13][CH:12]=[CH:11][CH:10]=2)[CH2:4][CH2:3]1.[CH2:15]=O.[BH3-][C:18]#[N:19].[Na+]>O>[CH3:15][N:19]([CH3:18])[CH:2]1[CH2:7][CH2:6][N:5]([CH2:8][C:9]2[CH:14]=[CH:13][CH:12]=[CH:11][CH:10]=2)[CH2:4][CH2:3]1 |f:2.3|. Procedure: To a solution of 4-amino-1-benzylpiperidine (1.47 g, 7.7 mmol) in CF3 CH2OH (14 ml) were added molecular sieve 4 Å (5), and paraformaldehyde (0.51 g, 17 mmol). After stirring at RT for 1 h, NaCNBH3 (2.5 g, 39.8 mmol) was added and stirred for 16 h at RT. The reaction was stopped by addition of H2O and the product was extracted with (4:1) (Et2O:CH2Cl2). Organic fractions were combined and washed with brine (2×), dried over MgSO4, filtered and concentrated to give a crude material which was purifi... Reactants: ClC1=CC=C(C=C1)CCC(=O)N1C(OC[C@H]1CC1=CC=CC=C1)=O ((4R)-3-[3-(4-chlorophenyl)propanoyl]-4-benzyl-1,3-oxazolidin-2-one), C[Si](C)(C)[N-][Si](C)(C)C.[Na+] (NaHMDS), C1CCOC1 (THF), C1CCOC1 (THF), NaH2PO4, BrCC(=O)OC(C)(C)C (t-butyl bromoacetate). Run at temperature -78 celsius, time 30 minute. RXN SMILES: [Cl:1][C:2]1[CH:7]=[CH:6][C:5]([CH2:8][CH2:9][C:10]([N:12]2[C@H:16]([CH2:17][C:18]3[CH:23]=[CH:22][CH:21]=[CH:20][CH:19]=3)[CH2:15][O:14][C:13]2=O)=[O:11])=[CH:4][CH:3]=1.C[Si]([N-][Si](C)(C)C)(C)C.[Na+].Br[CH2:36][C:37]([O:39][C:40]([CH3:43])([CH3:42])[CH3:41])=[O:38].C1C[O:47]CC1>>[O:47]=[C:19]1[CH:20]=[CH:21][CH:22]=[CH:23][CH:18]1[CH2:17][C@@H:16]1[CH2:15][O:14][CH2:13][N:12]1[C:10](=[O:11])[C@@H:9]([CH2:8][C:5]1[CH:6]=[CH:7][C:2]([Cl:1])=[CH:3][CH:4]=1)[CH2:36][C:37]([O:39][C:40]([CH3:43])([CH3:42])[CH3:41])=[O:38] |f:1.2|. Procedure details: To a solution of (4R)-3-[3-(4-chlorophenyl)propanoyl]-4-benzyl-1,3-oxazolidin-2-one (Step 2) (3.0 g, 8.72 mmol) in anhydrous THF (100 mL, Aldrich) at −78° C. was added a THF solution of NaHMDS (13.1 mL, 1M, Aldrich). The solution was stirred at −78° C. for 30 min then at −20° C. for 30 min. The solution was cooled to −78° C. again and t-butyl bromoacetate (1.93 mL, 13.1 mol) was added to the reaction mixture via a syringe. The reaction was stirred at −78° C. for 2 h. After warming to RT, the rea... Yields the product O=C1C(C[C@H]2N(COC2)C([C@H](CC(=O)OC(C)(C)C)CC2=CC=C(C=C2)Cl)=O)C=CC=C1 (tert-butyl 4-[(4R)-2-oxo-4-benzyl(1,3-oxazolidin-3-yl)](3S)-3-[(4-chlorophenyl)methyl]-4-oxobutanoate). The reactants are OC(C#C)C=1C=NC=CC1 (3-Hydroxy-3-(3-pyridinyl)-1-propyne), BrC1=C2/C(/C(NC2=CC=C1)=O)=C/C=1NC=CC1OC ((Z)-4-bromo-1,3-dihydro-3-[(3-methoxy-1H-pyrrol-2-yl)methylene]-2H-indol-2-one), BrC1=C2/C(/C(NC2=CC=C1)=O)=C/C=1NC=CC1OC ((Z)-4-bromo-1,3-dihydro-3-[(3-methoxy-1H-pyrrol-2-yl)methylene]-2H-indol-2-one). The reagents and catalysts are [Cu]I (CuI), Cl[Pd]([P](C1=CC=CC=C1)(C2=CC=CC=C2)C3=CC=CC=C3)([P](C4=CC=CC=C4)(C5=CC=CC=C5)C6=CC=CC=C6)Cl ((Ph3P)2PdCl2). The solvent is CCN(CC)CC (Et3N), CN(C)C=O (DMF). Yields the product OC(C#CC1=C2/C(/C(NC2=CC=C1)=O)=C/C=1NC=CC1OC)C=1C=NC=CC1 (rac-(Z)-1,3-dihydro-4-[3-hydroxy-3-(3-pyridinyl)-1-propynyl]-3-[(3-methoxy-1H-pyrrol-2-yl)methylene]-2H-indol-2-one). Reaction SMILES: [OH:1][CH:2]([C:5]1[CH:6]=[N:7][CH:8]=[CH:9][CH:10]=1)[C:3]#[CH:4].Br[C:12]1[CH:20]=[CH:19][CH:18]=[C:17]2[C:13]=1/[C:14](=[CH:22]/[C:23]1[NH:24][CH:25]=[CH:26][C:27]=1[O:28][CH3:29])/[C:15](=[O:21])[NH:16]2>Cl[Pd](Cl)([P](C1C=CC=CC=1)(C1C=CC=CC=1)C1C=CC=CC=1)[P](C1C=CC=CC=1)(C1C=CC=CC=1)C1C=CC=CC=1.[Cu]I.CN(C=O)C.CCN(CC)CC>[OH:1][CH:2]([C:5]1[CH:6]=[N:7][CH:8]=[CH:9][CH:10]=1)[C:3]#[C:4][C:12]1[CH:20]=[CH:19][CH:18]=[C:17]2[C:13]=1/[C:14](=[CH:22]/[C:23]1[NH:24][CH:25]=[CH:26][C:27]=1[O:28][CH3:29])/[C:15](=[O:21])[NH:16]2 |^1:32,51|. Procedure: Using Method D above, 3-hydroxy-3-(3-pyridinyl)-1-propyne (150 mg, 1.13 mmol) (from Example 24 above) was coupled to (Z)-4-bromo-1,3-dihydro-3-[(3-methoxy-1H-pyrrol-2-yl)methylene]-2H-indol-2-one (135 mg, 0.42 mmol) (Starting Material 1) using (Ph3P)2PdCl2 (32 mg) (Aldrich) and CuI (17 mg) (Aldrich) as catalyst in DMF (3 mL) and Et3N (3 mL) as solvent at 70° C. for 17 h, to yield rac-(Z)-1,3-dihydro-4-[3-hydroxy-3-(3-pyridinyl)-1-propynyl]-3-[(3-methoxy-1H-pyrrol-2-yl)methylene]-2H-indol-2-one. ... The reactants are O=C([O-])[O-], CCc1ccc(B(O)O)cc1, COC(=O)CCCN1CCCC(Oc2ncnc3oc(-c4ccccc4)c(Br)c23)C1, CS(C)=O, CO, [K+], [K+]. Product: CCc1ccc(-c2c(-c3ccccc3)oc3ncnc(OC4CCCN(CCCC(=O)OC)C4)c23)cc1. Reaction SMILES: [C:1](=[O:2])([O-:3])[O-:4].[CH2:9]([CH3:10])[c:11]1[cH:12][cH:13][c:14]([B:17]([OH:18])[OH:19])[cH:15][cH:16]1.[CH3:20][O:21][C:22]([CH2:23][CH2:24][CH2:25][N:26]1[CH2:27][CH:28]([O:32][c:33]2[c:34]3[c:35]([n:36][cH:37][n:38]2)[o:39][c:40](-[c:43]2[cH:44][cH:45][cH:46][cH:47][cH:48]2)[c:41]3[Br:42])[CH2:29][CH2:30][CH2:31]1)=[O:49].[CH3:50][S:51]([CH3:52])=[O:53].[CH3:7][OH:8].[K+:5].[K+:6]>>[CH2:9]([CH3:10])[c:11]1[cH:12][cH:13][c:14](-[c:41]2[c:34]3[c:33]([O:32][CH:28]4[CH2:27][N:26]([CH2:25][CH2:24][CH2:23][C:22]([O:21][CH3:20])=[O:49])[CH2:31][CH2:30][CH2:29]4)[n:38][cH:37][n:36][c:35]3[o:39][c:40]2-[c:43]2[cH:44][cH:45][cH:46][cH:47][cH:48]2)[cH:15][cH:16]1.